Dataset: the Open Reaction Database (ORD), a public repository of structured organic reaction records. Task: describe an organic reaction: reactants, conditions, products, and yield The reactants are CCCCO, COc1ccc(CNCCc2ccsc2)cc1, CCOC(C)=O, Cl, CC(C)(C)OC(=O)NCC=O. Yields the product COc1ccc(CN2CCc3ccsc3C2CNC(=O)OC(C)(C)C)cc1. Reaction SMILES: [CH2:30]([OH:31])[CH2:32][CH2:33][CH3:34].[CH3:2][O:3][c:4]1[cH:5][cH:6][c:7]([CH2:8][NH:9][CH2:10][CH2:11][c:12]2[cH:13][s:14][cH:15][cH:16]2)[cH:17][cH:18]1.[CH3:35][CH2:36][O:37][C:38](=[O:39])[CH3:40].[ClH:1].[O:19]=[CH:20][CH2:21][NH:22][C:23]([O:24][C:25]([CH3:26])([CH3:27])[CH3:28])=[O:29]>>[CH3:2][O:3][c:4]1[cH:5][cH:6][c:7]([CH2:8][N:9]2[CH2:10][CH2:11][c:12]3[c:13]([s:14][cH:15][cH:16]3)[CH:20]2[CH2:21][NH:22][C:23]([O:24][C:25]([CH3:26])([CH3:27])[CH3:28])=[O:29])[cH:17][cH:18]1. Reactants: COc1ccc(N)cc1, COCCO, COc1ccc(Cl)cc1-c1ccc2cnc(S(C)=O)nn12. Product: COc1ccc(Nc2ncc3ccc(-c4cc(Cl)ccc4OC)n3n2)cc1. As a reaction SMILES: [CH3:22][O:23][c:24]1[cH:25][cH:26][c:27]([NH2:30])[cH:28][cH:29]1.[CH3:31][O:32][CH2:33][CH2:34][OH:35].[Cl:1][c:2]1[cH:3][cH:4][c:5]([O:20][CH3:21])[c:6](-[c:8]2[cH:9][cH:10][c:11]3[cH:12][n:13][c:14]([S:17]([CH3:18])=[O:19])[n:15][n:16]23)[cH:7]1>>[Cl:1][c:2]1[cH:3][cH:4][c:5]([O:20][CH3:21])[c:6](-[c:8]2[cH:9][cH:10][c:11]3[cH:12][n:13][c:14]([NH:30][c:27]4[cH:26][cH:25][c:24]([O:23][CH3:22])[cH:29][cH:28]4)[n:15][n:16]23)[cH:7]1.